From a dataset of the Open Reaction Database (ORD), a public repository of structured organic reaction records. describe an organic reaction: reactants, conditions, products, and yield As a reaction SMILES: [Br-:13].[CH:1]([CH3:2])([CH3:3])[CH:4]1[CH:5]([CH:11]=[O:12])[CH2:6][CH:7]([CH3:10])[CH2:8][CH2:9]1.[c:14]1([CH2:20][CH2:21][CH2:22][Mg+:23])[cH:15][cH:16][cH:17][cH:18][cH:19]1>>[CH:1]([CH3:2])([CH3:3])[CH:4]1[CH:5]([C:11](=[O:12])[CH2:22][CH2:21][CH2:20][c:14]2[cH:15][cH:16][cH:17][cH:18][cH:19]2)[CH2:6][CH:7]([CH3:10])[CH2:8][CH2:9]1. The reactants are [Br-], CC1CCC(C(C)C)C(C=O)C1, [Mg+]CCCc1ccccc1. The product is CC1CCC(C(C)C)C(C(=O)CCCc2ccccc2)C1. Starting materials: C(#N)C1=CC=C(C=C1)N=C=O (4-cyanophenyl isocyanate), NCS(=O)(=O)O (aminomethylsulfonic acid), [OH-].[Na+] (sodium hydroxide). Solvent: C(C)#N (acetonitrile), O (water). Conditions: time 4 day. Product: [Na]C(NC(=O)NC1=CC=C(C=C1)C#N)S(=O)(=O)O (N-(Sodiosulfomethyl)-N'-(4-cyanophenyl)urea). Isolated yield 55.1%. RXN SMILES: [C:1]([C:3]1[CH:8]=[CH:7][C:6]([N:9]=[C:10]=[O:11])=[CH:5][CH:4]=1)#[N:2].[NH2:12][CH2:13][S:14]([OH:17])(=[O:16])=[O:15].[OH-].[Na+:19]>C(#N)C.O>[Na:19][CH:13]([S:14]([OH:17])(=[O:16])=[O:15])[NH:12][C:10]([NH:9][C:6]1[CH:5]=[CH:4][C:3]([C:1]#[N:2])=[CH:8][CH:7]=1)=[O:11] |f:2.3|. Reported procedure: To a stirred solution of 4-cyanophenyl isocyanate (0.400 g, 2.78 mmol) in 5 mL of acetonitrile was added a solution of aminomethylsulfonic acid (0.308 g, 2.77 mmol) and sodium hydroxide (0.111 g, 2.78 mmol) in 1.5 mL of water. The reaction mixture was stirred for 4 days, then concentrated in vacuo. The residue was slurried in water, and filtered. The filtrate was concentrated in vacuo, slurried in acetonitrile and filtered to afford 0.67 g (99%) of crude product. The crude product was purified b... Reactants: BrC1=C(C(=O)O)C=CC=C1 (2-Bromobenzoic acid), C(C(=O)Cl)(=O)Cl (Oxalyl chloride), N1=CC=CC=C1 (pyridine), NC=1C=C(C=CC1)NC(CCC)=O (N-(3-Aminophenyl)butyramide). The reagents and catalysts are CN(C=O)C (N,N-dimethylformamide). Solvent: ClCCl (dichloromethane). Conditions: time 18 hour. Product: BrC1=C(C(=O)NC2=CC(=CC=C2)NC(CCC)=O)C=CC=C1 (2-bromo-N-(3-butyramidophenyl)benzamide). Yield: 94.4%. As a reaction SMILES: [Br:1][C:2]1[CH:10]=[CH:9][CH:8]=[CH:7][C:3]=1[C:4]([OH:6])=O.C(Cl)(=O)C(Cl)=O.[NH2:17][C:18]1[CH:19]=[C:20]([NH:24][C:25](=[O:29])[CH2:26][CH2:27][CH3:28])[CH:21]=[CH:22][CH:23]=1.N1C=CC=CC=1>CN(C)C=O.ClCCl>[Br:1][C:2]1[CH:10]=[CH:9][CH:8]=[CH:7][C:3]=1[C:4]([NH:17][C:18]1[CH:23]=[CH:22][CH:21]=[C:20]([NH:24][C:25](=[O:29])[CH2:26][CH2:27][CH3:28])[CH:19]=1)=[O:6]. Reported procedure: 2-Bromobenzoic acid (259 mg, 1.29 mmol) was sealed in a flask with stir bar under nitrogen, then dissolved with dichloromethane (7.5 mL) and cooled on ice. Oxalyl chloride (113 μL, 1.29 mmol) and N,N-dimethylformamide (4 μL, 0.06 mmol) were added, then the reaction was removed from the ice bath and stirred for 3 h with a vent to an oil bubbler. N-(3-Aminophenyl)butyramide (200 mg, 1.12 mmol) was then added, followed by pyridine (209 μL, 2.58 mmol). After 18 h, LC-MS analysis showed complete cons... Reactants: O=C(NS(=O)(=O)c1ccc(C(=O)O)cc1)OCc1ccccc1, CN(C)C=O, CC(C)OC(C)C, O=C(Cl)C(=O)Cl, ClCCl. The product is O=C(NS(=O)(=O)c1ccc(C(=O)Cl)cc1)OCc1ccccc1. As a reaction SMILES: [CH2:1]([c:2]1[cH:3][cH:4][cH:5][cH:6][cH:7]1)[O:8][C:9](=[O:10])[NH:11][S:12](=[O:13])(=[O:14])[c:15]1[cH:16][cH:17][c:18]([C:19](=[O:20])[OH:21])[cH:22][cH:23]1.[CH3:24][N:25]([CH3:26])[CH:27]=[O:28].[CH:38]([O:39][CH:40]([CH3:41])[CH3:42])([CH3:43])[CH3:44].[Cl:29][C:30]([C:31]([Cl:32])=[O:33])=[O:34].[Cl:35][CH2:36][Cl:37]>>[CH2:1]([c:2]1[cH:3][cH:4][cH:5][cH:6][cH:7]1)[O:8][C:9](=[O:10])[NH:11][S:12](=[O:13])(=[O:14])[c:15]1[cH:16][cH:17][c:18]([C:19](=[O:20])[Cl:29])[cH:22][cH:23]1. Run in C(C)O (ethanol). RXN SMILES: [Cl:1][C:2]1[S:3][C:4]([Cl:19])=[CH:5][C:6]=1[CH:7]1[CH2:16][C:15]2[N:14]=[CH:13][CH:12]=[C:11]([CH3:17])[C:10]=2[C:9](=O)[CH2:8]1.[C:20]([NH:23][NH2:24])([NH2:22])=[NH:21].Cl.Cl>C(O)C>[ClH:1].[Cl:1][C:2]1[S:3][C:4]([Cl:19])=[CH:5][C:6]=1[CH:7]1[CH2:16][C:15]2[N:14]=[CH:13][CH:12]=[C:11]([CH3:17])[C:10]=2[C:9](=[N:24][NH:23][C:20]([NH2:22])=[NH:21])[CH2:8]1 |f:1.2,5.6|. The reactants are ClC=1SC(=CC1C1CC(C=2C(=CC=NC2C1)C)=O)Cl (7-(2,5-dichlorothiophene-3-yl)-4-methyl-5,6,7,8-tetrahydroquinolin-5-one), C(=N)(N)NN.Cl (aminoguanidine hydrochloride), Cl (hydrochloric acid). Reported procedure: A mixture of 7-(2,5-dichlorothiophene-3-yl)-4-methyl-5,6,7,8-tetrahydroquinolin-5-one (218 mg), aminoguanidine hydrochloride (83 mg) and concentrated hydrochloric acid (0.1 ml) in ethanol (4 ml) was stirred at 100° C. (bath temperature) for 14 hours. The reaction solution was cooled, and precipitated crystals were filtered, washed with ethanol and dried to give 7-(2,5-dichlorothiophene-3-yl)-5-guanidinoimino-4-methyl-5,6,7,8-tetrahydroquinoline hydrochloride (Compound 102) (250 mg) as pale yello... Yield: 176.9%. The product is Cl.ClC=1SC(=CC1C1CC(C=2C(=CC=NC2C1)C)=NNC(=N)N)Cl (7-(2,5-dichlorothiophene-3-yl)-5-guanidinoimino-4-methyl-5,6,7,8-tetrahydroquinoline hydrochloride). Conditions: temperature 100 celsius, time 14 hour.